Dataset: the Open Reaction Database (ORD), a public repository of structured organic reaction records. Task: describe an organic reaction: reactants, conditions, products, and yield Starting materials: CC1=NOC(=C1C=1C=C2C(C(NC2=CC1)=O)(C1=CC=CC=C1)N1CCN(CC1)C(=O)OC(C)(C)C)C (tert-butyl 4-(5-(3,5-dimethylisoxazol-4-yl)-2-oxo-3-phenylindolin-3-yl)piperazine-1-carboxylate), C(=O)(C(F)(F)F)O (TFA), C(=O)(O)[O-].[Na+] (NaHCO3). Solvent: O (water), C(Cl)Cl (CH2Cl2). Conditions: time 2 hour. Product: CC1=NOC(=C1C=1C=C2C(C(NC2=CC1)=O)(N1CCNCC1)C1=CC=CC=C1)C (5-(3,5-dimethylisoxazol-4-yl)-3-phenyl-3-(piperazin-1-yl)indolin-2-one). The yield is 71.5%. RXN SMILES: [CH3:1][C:2]1[C:6]([C:7]2[CH:8]=[C:9]3[C:13](=[CH:14][CH:15]=2)[NH:12][C:11](=[O:16])[C:10]3([N:23]2[CH2:28][CH2:27][N:26](C(OC(C)(C)C)=O)[CH2:25][CH2:24]2)[C:17]2[CH:22]=[CH:21][CH:20]=[CH:19][CH:18]=2)=[C:5]([CH3:36])[O:4][N:3]=1.C(O)(C(F)(F)F)=O.C([O-])(O)=O.[Na+]>C(Cl)Cl.O>[CH3:1][C:2]1[C:6]([C:7]2[CH:8]=[C:9]3[C:13](=[CH:14][CH:15]=2)[NH:12][C:11](=[O:16])[C:10]3([C:17]2[CH:18]=[CH:19][CH:20]=[CH:21][CH:22]=2)[N:23]2[CH2:28][CH2:27][NH:26][CH2:25][CH2:24]2)=[C:5]([CH3:36])[O:4][N:3]=1 |f:2.3|. Procedure: To a solution of tert-butyl 4-(5-(3,5-dimethylisoxazol-4-yl)-2-oxo-3-phenylindolin-3-yl)piperazine-1-carboxylate (0.9 g, 1.8 mmol) in CH2Cl2 (5 mL) was added TFA (5 mL) at 0° C., after adding up, the reaction was stirred at room temperature for 2.0 h. The solvent was evaporated in vacuo to give crude product. It was dissolved in water (20 mL), and was neutralized with NaHCO3 to PH=7˜8, and then the mixture was extracted with EtOAc (2×30 mL), combined organic phase, dried with Na2SO4, filtrated, ... The reactants are [OH-].[Na+] (sodium hydroxide), NC1=C(C=C(C=C1)Cl)C(=O)C1=CC=NC=C1 ((2-amino-5-chloro-phenyl)-pyridin-4-yl-methanone), N1=CC=CC=C1 (pyridine), resultant solution, CS(=O)(=O)Cl (methanesulfonyl chloride). The solvent is C1CCOC1 (THF). Reaction conditions: time 8 hour. The product is ClC1=CC(=C(C=C1)NS(=O)(=O)C)C(=O)C1=CC=NC=C1 (N-[4-Chloro-2-(pyridine-4-carbonyl)-phenyl]-methanesulfonamide). RXN SMILES: [NH2:1][C:2]1[CH:7]=[CH:6][C:5]([Cl:8])=[CH:4][C:3]=1[C:9]([C:11]1[CH:16]=[CH:15][N:14]=[CH:13][CH:12]=1)=[O:10].N1C=CC=CC=1.[CH3:23][S:24](Cl)(=[O:26])=[O:25].[OH-].[Na+]>C1COCC1>[Cl:8][C:5]1[CH:6]=[CH:7][C:2]([NH:1][S:24]([CH3:23])(=[O:26])=[O:25])=[C:3]([C:9]([C:11]2[CH:16]=[CH:15][N:14]=[CH:13][CH:12]=2)=[O:10])[CH:4]=1 |f:3.4|. Procedure details: A 250 mL flask was charged with (2-amino-5-chloro-phenyl)-pyridin-4-yl-methanone (10.0 g, 43.1 mmol) and pyridine (43 mL) under nitrogen. To the resultant solution was added methanesulfonyl chloride (7.06 mL, 90.5 mmol) and the reaction was stirred at room temperature overnight. The following morning, the organics were concentrated in vacuo at 60° C., followed by hydrolysis of the bis-sulfonamide employing THF (65 mL) and sodium hydroxide (65 mL, 4.0 M). The resultant homogeneous solution was st...